From a dataset of the Open Reaction Database (ORD), a public repository of structured organic reaction records. describe an organic reaction: reactants, conditions, products, and yield Reactants: C(C)(C)(C)OC(NCC=1N(C(C2=CC=C(C=C2C1OCCCC)Br)=O)CC(C)C)=O (tert-butyl(6-bromo-4-butoxy-2-isobutyl-1-oxo-1,2-dihydro-3-isoquinolinyl)methylcarbamate), C(CCC)[Sn](C=1SC=CC1)(CCCC)CCCC (tri-n-butyl(2-thienyl)tin), O (water). The reagents and catalysts are C=1C=CC(=CC1)[P](C=2C=CC=CC2)(C=3C=CC=CC3)[Pd]([P](C=4C=CC=CC4)(C=5C=CC=CC5)C=6C=CC=CC6)([P](C=7C=CC=CC7)(C=8C=CC=CC8)C=9C=CC=CC9)[P](C=1C=CC=CC1)(C=1C=CC=CC1)C=1C=CC=CC1 (tetrakis(triphenylphosphine)palladium). The solvent is O1CCCC1 (tetrahydrofuran). Product: C(C)(C)(C)OC(NCC=1N(C(C2=CC=C(C=C2C1OCCCC)C=1SC=CC1)=O)CC(C)C)=O (tert-butyl[4-butoxy-2-isobutyl-1-oxo-6-(2-thienyl)-1,2-dihydro-3-isoquinolinyl]methylcarbamate). Isolated yield 45.4%. As a reaction SMILES: [C:1]([O:5][C:6](=[O:30])[NH:7][CH2:8][C:9]1[N:10]([CH2:26][CH:27]([CH3:29])[CH3:28])[C:11](=[O:25])[C:12]2[C:17]([C:18]=1[O:19][CH2:20][CH2:21][CH2:22][CH3:23])=[CH:16][C:15](Br)=[CH:14][CH:13]=2)([CH3:4])([CH3:3])[CH3:2].C([Sn](CCCC)(CCCC)[C:36]1[S:37][CH:38]=[CH:39][CH:40]=1)CCC.O>O1CCCC1.C1C=CC([P]([Pd]([P](C2C=CC=CC=2)(C2C=CC=CC=2)C2C=CC=CC=2)([P](C2C=CC=CC=2)(C2C=CC=CC=2)C2C=CC=CC=2)[P](C2C=CC=CC=2)(C2C=CC=CC=2)C2C=CC=CC=2)(C2C=CC=CC=2)C2C=CC=CC=2)=CC=1>[C:1]([O:5][C:6](=[O:30])[NH:7][CH2:8][C:9]1[N:10]([CH2:26][CH:27]([CH3:29])[CH3:28])[C:11](=[O:25])[C:12]2[C:17]([C:18]=1[O:19][CH2:20][CH2:21][CH2:22][CH3:23])=[CH:16][C:15]([C:36]1[S:37][CH:38]=[CH:39][CH:40]=1)=[CH:14][CH:13]=2)([CH3:4])([CH3:3])[CH3:2] |^1:58,60,79,98|. Reported procedure: A solution of tert-butyl(6-bromo-4-butoxy-2-isobutyl-1-oxo-1,2-dihydro-3-isoquinolinyl)methylcarbamate (0.48 g, 1 mmol), tri-n-butyl(2-thienyl)tin (0.32 ml, 1 mmol) and tetrakis(triphenylphosphine)palladium (58 mg, 0.05 mmol) in tetrahydrofuran (20 ml) was refluxed for 12 h. The reaction mixture was poured into water and extracted with ethyl acetate. The extract was washed with brine, dried over anhydrous magnesium sulfate and concentrated under reduced pressure. The residue was purified by sili... The product is FC=1C(NC(N([C@H]2C[C@H](OCC3=CC=CO3)[C@@H](COC([C@@H](N)CC3=CC=C(C=C3)O)=O)O2)C1)=O)=O (2'-deoxy-5- fluoro-3'-O-furfuryl-5'-O-L-tyrosyluridine). Reactants: C(C1=CC=CC=C1)OC1=CC=C(C[C@H](NC(=O)OCC2=CC=CC=C2)C(=O)OC[C@@H]2[C@H](C[C@@H](O2)N2C(=O)NC(=O)C(=C2)F)OCC2=CC=CO2)C=C1 (5'-O-(O-benzyl-N- benzyloxycarbonyl-L-tyrosyl)-2'-deoxy-5-fluoro-3'-O-furfuryluridine), [H][H] (hydrogen). Reaction SMILES: C([O:8][C:9]1[CH:52]=[CH:51][C:12]([CH2:13][C@@H:14]([C:26]([O:28][CH2:29][C@H:30]2[O:34][C@@H:33]([N:35]3[CH:42]=[C:41]([F:43])[C:39](=[O:40])[NH:38][C:36]3=[O:37])[CH2:32][C@@H:31]2[O:44][CH2:45][C:46]2[O:50][CH:49]=[CH:48][CH:47]=2)=[O:27])[NH:15]C(OCC2C=CC=CC=2)=O)=[CH:11][CH:10]=1)C1C=CC=CC=1.[H][H]>CO.[C].[Pd]>[F:43][C:41]1[C:39](=[O:40])[NH:38][C:36](=[O:37])[N:35]([CH:42]=1)[C@@H:33]1[O:34][C@H:30]([CH2:29][O:28][C:26](=[O:27])[C@H:14]([CH2:13][C:12]2[CH:51]=[CH:52][C:9]([OH:8])=[CH:10][CH:11]=2)[NH2:15])[C@@H:31]([O:44][CH2:45][C:46]2[O:50][CH:49]=[CH:48][CH:47]=2)[CH2:32]1 |f:3.4|. Reported procedure: To a solution of 1.10 g of 5'-O-(O-benzyl-N- benzyloxycarbonyl-L-tyrosyl)-2'-deoxy-5-fluoro-3'-O-furfuryluridine prepared in Example 14 in 50 ml of methanol was added 0.11 g of 5% palladium-carbon, and the mixture was stirred in a hydrogen stream under ambient temperature and pressure condition for 2 hours. The catalyst was filtered off, and the solvent was evaporated off under reduced pressure. The residue was placed on silica gel column and eluted with 5% methanol-chloroform for purification, ... The yield is 17.2%. Reagents/catalysts: [C].[Pd] (palladium-carbon). Run at time 2 hour. Run in CO (methanol). Starting materials: C(C)(=O)C1=C(NC2=CC=CC=C12)C1=CC=CC=C1 (3-acetyl-2-phenylindole), C(O)(O)=O.NNC(=N)N (aminoguanidine bicarbonate). Solvent: C(C)(C)O (isopropanol), Cl (HCl). Conditions: temperature 80 celsius. The product is C1(=CC=CC=C1)C=1NC2=CC=CC=C2C1C(C)=NNC(N)=N (2-[1-(2-Phenyl-1H-indol-3-yl)ethylidene]hydrazine-carboximidamide). Yield: 36.0%. As a reaction SMILES: [C:1]([C:4]1[C:12]2[C:7](=[CH:8][CH:9]=[CH:10][CH:11]=2)[NH:6][C:5]=1[C:13]1[CH:18]=[CH:17][CH:16]=[CH:15][CH:14]=1)(=O)[CH3:2].C(=O)(O)O.[NH2:23][NH:24][C:25]([NH2:27])=[NH:26]>C(O)(C)C.Cl>[C:13]1([C:5]2[NH:6][C:7]3[C:12]([C:4]=2[C:1](=[N:23][NH:24][C:25](=[NH:26])[NH2:27])[CH3:2])=[CH:11][CH:10]=[CH:9][CH:8]=3)[CH:18]=[CH:17][CH:16]=[CH:15][CH:14]=1 |f:1.2|. Procedure: A mixture of 2-phenylindole (193.3 mg, 1.0 mmol) and acetyl chloride (92 μL, 1.3 mmol) in CH2Cl2 is treated with tin tetrachloride (97.4 μL, 1.9 mmol) at room temperature, shaken for 6 h, quenched with saturated NaHCO3 and extracted with ethyl acetate. The extracts are combined and concentrated in vacuo to afford the 3-acetyl-2-phenylindole intermediate. A suspension of the thus-obtained 3-acetyl-2-phenylindole (47 mg, 0.2 mmol) in isopropanol and concentrated HCl (5 μL) is treated with aminogua... Reactants: C(C)(=O)NCC1=CC=C(O1)C(CCl)=O (5-acetylaminomethyl-2-chloroacetylfuran), NC(N)=NC(=S)N (diaminomethylenethiourea). Run in C(C)O (ethanol). The product is C(C)(=O)NCC1=CC=C(O1)C=1N=C(SC1)N=C(N)N (4-(5-acetylaminomethylfuran-2-yl)-2-(diaminomethyleneamino)thiazole). The yield is 46.6%. As a reaction SMILES: [C:1]([NH:4][CH2:5][C:6]1[O:10][C:9]([C:11](=O)[CH2:12]Cl)=[CH:8][CH:7]=1)(=[O:3])[CH3:2].[NH2:15][C:16](=[N:18][C:19]([NH2:21])=[S:20])[NH2:17]>C(O)C>[C:1]([NH:4][CH2:5][C:6]1[O:10][C:9]([C:11]2[N:21]=[C:19]([N:18]=[C:16]([NH2:17])[NH2:15])[S:20][CH:12]=2)=[CH:8][CH:7]=1)(=[O:3])[CH3:2]. Procedure details: A solution of 5-acetylaminomethyl-2-chloroacetylfuran (39.9 g) and diaminomethylenethiourea (21.9 g) in ethanol (400 ml) was refluxed for two hours with stirring. The solvent was evaporated in vacuo and the residue was dissolved in water (300 ml). The solution was basified with an aqueous potassium carbonate. The resulting precipitate was collected by filtration, washed with water and recrystallized from a mixture of methanol, tetrahydrofuran and diisopropyl ether to afford 4-(5-acetylaminomethy... Starting materials: COCCl (Chloromethyl methyl ether), OC=1C=C(C=C2C=CC(OC12)(C)C)C=O (8-Hydroxy-2,2-dimethyl-2H-chromene-6-carbaldehyde), C(C)(C)N(C(C)C)CC (N,N-diisopropylethylamine). Run in C(Cl)Cl (methylene chloride). The product is COCOC=1C=C(C=C2C=CC(OC12)(C)C)C=O (8-(Methoxymethoxy)-2,2-dimethyl-2H-chromene-6-carbaldehyde). Reaction SMILES: [CH3:1][O:2][CH2:3]Cl.[OH:5][C:6]1[CH:7]=[C:8]([CH:18]=[O:19])[CH:9]=[C:10]2[C:15]=1[O:14][C:13]([CH3:17])([CH3:16])[CH:12]=[CH:11]2.C(N(CC)C(C)C)(C)C>C(Cl)Cl>[CH3:1][O:2][CH2:3][O:5][C:6]1[CH:7]=[C:8]([CH:18]=[O:19])[CH:9]=[C:10]2[C:15]=1[O:14][C:13]([CH3:16])([CH3:17])[CH:12]=[CH:11]2. Reported procedure: Chloromethyl methyl ether (4 mL, 5 mmol) was added to a solution of 9 (103 mg, 0.5 mmol) and N,N-diisopropylethylamine (0.2 mL, 1 mmol) in 4 mL of methylene chloride. The reaction mixture was refluxed overnight and concentrated in vacuo. 10 (48 mg, 38%) was purified with ethyl acetate/hexane (1/50). 1H NMR (CDCl3): δ 1.52 (s, 6H), 3.54 (s, 3H), 5.25 (s, 2H), 5.71 (d, J=9.67 Hz, 1H), 6.38 (d, J=9.96 Hz, 1H), 7.26 (d, J=1.76 Hz, 1H), 7.52 (d, J=1.76 Hz, 1H), 9.80 (s, 1H). Reactants: COC(=O)c1cc(Br)cc(OC)c1, COCCOC, [Na+], [Na+], O=C([O-])[O-], O, OB(O)c1ccccc1, c1ccc(P(c2ccccc2)(c2ccccc2)[Pd](P(c2ccccc2)(c2ccccc2)c2ccccc2)(P(c2ccccc2)(c2ccccc2)c2ccccc2)P(c2ccccc2)(c2ccccc2)c2ccccc2)cc1. The product is COC(=O)c1cc(OC)cc(-c2ccccc2)c1. RXN SMILES: [CH3:1][O:2][C:3]([c:4]1[cH:5][c:6]([Br:12])[cH:7][c:8]([O:10][CH3:11])[cH:9]1)=[O:13].[CH3:29][O:30][CH2:31][CH2:32][O:33][CH3:34].[Na+:23].[Na+:24].[O-:25][C:26](=[O:27])[O-:28].[OH2:35].[OH:14][B:15]([OH:16])[c:17]1[cH:18][cH:19][cH:20][cH:21][cH:22]1.[cH:36]1[cH:37][cH:38][c:39]([P:40]([Pd:41]([P:42]([c:43]2[cH:44][cH:45][cH:46][cH:47][cH:48]2)([c:49]2[cH:50][cH:51][cH:52][cH:53][cH:54]2)[c:55]2[cH:56][cH:57][cH:58][cH:59][cH:60]2)([P:61]([c:62]2[cH:63][cH:64][cH:65][cH:66][cH:67]2)([c:68]2[cH:69][cH:70][cH:71][cH:72][cH:73]2)[c:74]2[cH:75][cH:76][cH:77][cH:78][cH:79]2)[P:80]([c:81]2[cH:82][cH:83][cH:84][cH:85][cH:86]2)([c:87]2[cH:88][cH:89][cH:90][cH:91][cH:92]2)[c:93]2[cH:94][cH:95][cH:96][cH:97][cH:98]2)([c:99]2[cH:100][cH:101][cH:102][cH:103][cH:104]2)[c:105]2[cH:106][cH:107][cH:108][cH:109][cH:110]2)[cH:111][cH:112]1>>[CH3:1][O:2][C:3]([c:4]1[cH:5][c:6](-[c:17]2[cH:18][cH:19][cH:20][cH:21][cH:22]2)[cH:7][c:8]([O:10][CH3:11])[cH:9]1)=[O:13].